describe an organic reaction: reactants, conditions, products, and yield From a dataset of the Open Reaction Database (ORD), a public repository of structured organic reaction records. Reaction SMILES: P(Cl)(Cl)(Cl)(Cl)Cl.C1(CC([NH:16][CH:17]2[C:42](=[O:43])[N:19]3[C:20]([C:29]([O:31][CH2:32][C:33]4[CH:38]=[CH:37][C:36]([N+:39]([O-:41])=[O:40])=[CH:35][CH:34]=4)=[O:30])=[C:21]([O:24][S:25]([CH3:28])(=[O:27])=[O:26])[CH2:22][S:23][C@H:18]23)=O)C=CC=CC=1.C(N(C(C)C)CC)(C)C.Cl.[NH2:54][C:55]1[S:59][N:58]=[C:57]([C:60](=[N:64][O:65][CH2:66][CH3:67])[C:61](Cl)=[O:62])[N:56]=1>C(Cl)Cl.O.N1C=CC=CC=1.CO>[NH2:54][C:55]1[S:59][N:58]=[C:57]([C:60](=[N:64][O:65][CH2:66][CH3:67])[C:61]([NH:16][CH:17]2[C:42](=[O:43])[N:19]3[C:20]([C:29]([O:31][CH2:32][C:33]4[CH:34]=[CH:35][C:36]([N+:39]([O-:41])=[O:40])=[CH:37][CH:38]=4)=[O:30])=[C:21]([O:24][S:25]([CH3:28])(=[O:26])=[O:27])[CH2:22][S:23][C@H:18]23)=[O:62])[N:56]=1 |f:3.4|. Procedure: To a solution of phosphorus pentachloride (57 g) in methylene chloride (1 () was added pyridine (22 ml) at -20° C. and the mixture was stirred for 30 minutes at -20° C. p-Nitrobenzyl 7-(2-phenylacetamido)-3-mesyloxy-3-cephem-4-carboxylate (50 g) was added to the solution at 5° C. and stirred at the same temperature for 1 hour. Methanol (56 ml) was added to the solution at -30° C. and stirred at -15° C. for 30 minutes. To the solution were added pyridine (80 ml) and diisopropylethylamine (31.4 ml... The solvent is N1=CC=CC=C1 (pyridine), CO (Methanol), C(Cl)Cl (methylene chloride), N1=CC=CC=C1 (pyridine), O (Water). Conditions: time 1 hour. Reactants: C(C)(C)N(CC)C(C)C (diisopropylethylamine), Cl.NC1=NC(=NS1)C(C(=O)Cl)=NOCC (2-(5-Amino-1,2,4-thiadiazol-3-yl)-2-ethoxyiminoacetyl chloride hydrochloride), C1(=CC=CC=C1)CC(=O)NC1[C@@H]2N(C(=C(CS2)OS(=O)(=O)C)C(=O)OCC2=CC=C(C=C2)[N+](=O)[O-])C1=O (p-Nitrobenzyl 7-(2-phenylacetamido)-3-mesyloxy-3-cephem-4-carboxylate), P(Cl)(Cl)(Cl)(Cl)Cl (phosphorus pentachloride). The yield is 69.8%. Product: NC1=NC(=NS1)C(C(=O)NC1[C@@H]2N(C(=C(CS2)OS(=O)(=O)C)C(=O)OCC2=CC=C(C=C2)[N+](=O)[O-])C1=O)=NOCC (p-nitrobenzyl 7-[2-(5-amino-1,2,4-thiadiazol-3-yl)-2-ethoxyiminoacetamido]-3-mesyloxy-3-cephem-4-carboxylate). RXN SMILES: C(=O)([O-])[O-].[K+].[K+].I[CH2:8][CH3:9].[CH3:10][S:11][C:12]1[CH:13]=[CH:14][C:15]([OH:21])=[C:16]([CH:20]=1)[C:17]([OH:19])=[O:18].[CH3:22][C:23](=O)CC>>[CH3:10][S:11][C:12]1[CH:13]=[CH:14][C:15]([O:21][CH2:8][CH3:9])=[C:16]([CH:20]=1)[C:17]([O:19][CH2:22][CH3:23])=[O:18] |f:0.1.2|. Reactants: C([O-])([O-])=O.[K+].[K+] (Potassium carbonate), ICC (iodoethane), CSC=1C=CC(=C(C(=O)O)C1)O (5-methylthio-2-hydroxy-benzoic acid), CC(CC)=O (2-butanone). Isolated yield 85.0%. Reaction conditions: temperature 80 celsius. Procedure details: Potassium carbonate (22.0 g, 159 mmol) and iodoethane (9.0 mL, 112 mmol) were added to a stirred solution of 5-methylthio-2-hydroxy-benzoic acid (5.00 g, 27 mmol) in 2-butanone (125 mL). The resulting mixture was heated in an oil bath (80° C.) for 16 h and then allowed to cool. The solution was concentrated and redissolved in methylene chloride. The organic phase was washed with water and brine, dried over anhydrous magnesium sulfate and concentrated. Purification of the crude residue by flash c... Yields the product CSC=1C=CC(=C(C(=O)OCC)C1)OCC (ethyl 5-methylthio-2-ethoxybenzoate). The reactants are BrB(Br)Br, COc1cccc(Cl)c1-c1nc(Cl)c2ccccc2n1, ClCCl. Yields the product Oc1cccc(Cl)c1-c1nc(Cl)c2ccccc2n1. RXN SMILES: [B:21]([Br:22])([Br:23])[Br:24].[Cl:1][c:2]1[n:3][c:4](-[c:12]2[c:13]([Cl:20])[cH:14][cH:15][cH:16][c:17]2[O:18][CH3:19])[n:5][c:6]2[cH:7][cH:8][cH:9][cH:10][c:11]12.[Cl:25][CH2:26][Cl:27]>>[Cl:1][c:2]1[n:3][c:4](-[c:12]2[c:13]([Cl:20])[cH:14][cH:15][cH:16][c:17]2[OH:18])[n:5][c:6]2[cH:7][cH:8][cH:9][cH:10][c:11]12. Reactants: C([O-])([O-])=O.[K+].[K+] (potassium carbonate), C(C)(=O)OCC (ethyl acetate), ClC1=CC=CC(=N1)C#N (6-Chloro-2-pyridinecarbonitrile), N1N=CC=C1 (pyrazole). Run in CN(C)C=O (DMF), O (water). Reaction conditions: temperature 100 celsius, time 18 hour. The product is N1(N=CC=C1)C1=CC=CC(=N1)C#N (6-(Pyrazol-1-yl)-2-pyridinecarbonitrile). Yield: 80.0%. RXN SMILES: Cl[C:2]1[N:7]=[C:6]([C:8]#[N:9])[CH:5]=[CH:4][CH:3]=1.[NH:10]1[CH:14]=[CH:13][CH:12]=[N:11]1.C(=O)([O-])[O-].[K+].[K+].C(OCC)(=O)C>CN(C=O)C.O>[N:10]1([C:2]2[N:7]=[C:6]([C:8]#[N:9])[CH:5]=[CH:4][CH:3]=2)[CH:14]=[CH:13][CH:12]=[N:11]1 |f:2.3.4|. Procedure: 6-Chloro-2-pyridinecarbonitrile (1.0 g, 7.2 mmol) and pyrazole (2.4 g, 35.9 mmol) were dissolved in DMF (10 ml), and potassium carbonate (3.0 g, 21.7 mmol) was added thereto. The mixture was stirred at 100° C. for 18 hrs. The reaction mixture was combined with ethyl acetate and water, the organic layer was washed with saturated brine and dried over anhydrous magnesium sulfate. The solvent was evaporated, and the residue was subjected to a silica gel column chromatography. The fractions eluted wi... Reactants: [Br-].[Br-].[Br-].C1(=CC=CC=C1)[N+](C)(C)C.C1(=CC=CC=C1)[N+](C)(C)C.C1(=CC=CC=C1)[N+](C)(C)C (phenyltrimethylammonium tribromide), COC=1C=C(C=C(C1)S(F)(F)(F)(F)F)C(C)=O (1-[3-Methoxy-5-(pentafluorosulfanyl)phenyl]ethanone), C(OC)(OC)OC (trimethyl orthoformate), C1CCOC1 (THF), [Br-].[Br-].[Br-].C1(=CC=CC=C1)[N+](C)(C)C.C1(=CC=CC=C1)[N+](C)(C)C.C1(=CC=CC=C1)[N+](C)(C)C (phenyltrimethylammonium tribromide). Reagents/catalysts: CC1(C2CCC1(C(=O)C2)CS(=O)(=O)O)C (DL-camphorsulfonic acid). Solvent: CO (methanol). Reaction conditions: time 8 hour. Product: BrCC(=O)C1=CC(=CC(=C1)S(F)(F)(F)(F)F)OC (2-Bromo-1-[3-methoxy-5-(pentafluorosulfanyl)phenyl]ethanone). Yield: 68.5%. As a reaction SMILES: [CH3:1][O:2][C:3]1[CH:4]=[C:5]([C:15](=[O:17])[CH3:16])[CH:6]=[C:7]([S:9]([F:14])([F:13])([F:12])([F:11])[F:10])[CH:8]=1.C(OC)(OC)OC.C1COCC1.[Br-:30].[Br-].[Br-].C1([N+](C)(C)C)C=CC=CC=1.C1([N+](C)(C)C)C=CC=CC=1.C1([N+](C)(C)C)C=CC=CC=1>CO.CC1(C)C2(CS(O)(=O)=O)C(CC1CC2)=O>[Br:30][CH2:16][C:15]([C:5]1[CH:6]=[C:7]([S:9]([F:10])([F:11])([F:12])([F:13])[F:14])[CH:8]=[C:3]([O:2][CH3:1])[CH:4]=1)=[O:17] |f:3.4.5.6.7.8|. Reported procedure: 1-[3-Methoxy-5-(pentafluorosulfanyl)phenyl]ethanone (34 mg) was dissolved in absolute methanol (3 ml). To this were added, while stirring, DL-camphorsulfonic acid (0.6 mg) and trimethyl orthoformate (40 mg). After stirring for 4 h, the mixture was left to stand overnight and then absolute THF (3 ml) and phenyltrimethylammonium tribromide (40 mg) were added while stirring. After stirring at RT for 2 h, the mixture was stirred at 50° C. for 3 h, left to stand over the weekend and, after adding fur... The reactants are C(N)(OC(C)(C)C)=O (tert-Butyl carbamate), FC(C(=O)O)(F)F (trifluoroacetic acid), C(C)[SiH](CC)CC (triethylsilane), FC=1C(=C(C(=O)O)C=C(C1F)C=O)NC1=C(C=C(C=C1)I)F (3,4-difluoro-2-(2-fluoro-4-iodophenylamino)-5-formyl-benzoic acid). Conditions: time 5 day. Reaction SMILES: [C:1](=[O:8])([O:3][C:4]([CH3:7])([CH3:6])[CH3:5])[NH2:2].FC(F)(F)C(O)=O.C([SiH](CC)CC)C.[F:23][C:24]1[C:25]([NH:36][C:37]2[CH:42]=[CH:41][C:40]([I:43])=[CH:39][C:38]=2[F:44])=[C:26]([CH:30]=[C:31]([CH:34]=O)[C:32]=1[F:33])[C:27]([OH:29])=[O:28]>C(#N)C>[C:4]([O:3][C:1]([NH:2][CH2:34][C:31]1[C:32]([F:33])=[C:24]([F:23])[C:25]([NH:36][C:37]2[CH:42]=[CH:41][C:40]([I:43])=[CH:39][C:38]=2[F:44])=[C:26]([CH:30]=1)[C:27]([OH:29])=[O:28])=[O:8])([CH3:7])([CH3:6])[CH3:5]. The product is C(C)(C)(C)OC(=O)NCC=1C(=C(C(=C(C(=O)O)C1)NC1=C(C=C(C=C1)I)F)F)F (5-(tert-butoxycarbonylamino-methyl)-3,4-difluoro-2-(2-fluoro-4-iodo-phenylamino)-benzoic acid). Procedure details: tert-Butyl carbamate (commercially available, 187 mg, 1.602 mmol), trifluoroacetic acid (123 μL, 1.602 mmol), and triethylsilane (255 μL, 1.602 mmol) were added sequentially to a suspension of 3,4-difluoro-2-(2-fluoro-4-iodo-phenylamino)-5-formyl-benzoic acid (225 mg, 0.534 mmol) obtained in Step A of Example 5 in acetonitrile (anhydrous, 20 mL). The mixture was stirred at room temperature for 5 days. After completion of the reaction, the reaction mixture was evaporated under reduced pressure, a... The solvent is C(C)#N (acetonitrile). Reactants: C(C1=CC=CC=C1)NS(=O)(=O)C=1C(=CC(=C(C1)C(CBr)=O)Cl)Cl (5'-benzylsulfamoyl-2-bromo-2',4'dichloro-acetophenone), CNC(=S)NC (1,3-dimethyl-thiourea). The product is Br.C(C1=CC=CC=C1)NS(=O)(=O)C=1C(=CC(=C(C1)C1(N(C(SC1)=NC)C)O)Cl)Cl (4-(5-Benzylsulfamoyl-2,4-dichloro-phenyl)-3-methyl-2-methylimino-1,3-thiazolidine-4-ol-hydrobromide). As a reaction SMILES: [CH2:1]([NH:8][S:9]([C:12]1[C:13]([Cl:23])=[CH:14][C:15]([Cl:22])=[C:16]([C:18](=[O:21])[CH2:19][Br:20])[CH:17]=1)(=[O:11])=[O:10])[C:2]1[CH:7]=[CH:6][CH:5]=[CH:4][CH:3]=1.[CH3:24][NH:25][C:26]([NH:28][CH3:29])=[S:27]>>[BrH:20].[CH2:1]([NH:8][S:9]([C:12]1[C:13]([Cl:23])=[CH:14][C:15]([Cl:22])=[C:16]([C:18]2([OH:21])[CH2:19][S:27][C:26](=[N:25][CH3:24])[N:28]2[CH3:29])[CH:17]=1)(=[O:11])=[O:10])[C:2]1[CH:7]=[CH:6][CH:5]=[CH:4][CH:3]=1 |f:2.3|. Reported procedure: 2,2 g of 5'-benzylsulfamoyl-2-bromo-2',4'dichloro-acetophenone were reacted in a manner analogous to the method described in Example 10 with 0.5 g of 1,3-dimethyl-thiourea. M.p. 201° C (decomposition). Starting materials: [H-].[Na+] (sodium hydride), C(C)OC(CN(C=1C=C2C=NNC2=CC1C)CC(=O)N(C)N1CC2=CC=CC=C2C1)=O (N-{2-[1,3-dihydro-2H-isoindol-2-yl(methyl)amino]-2-oxoethyl}-N-(6-methyl-1H-indazol-5-yl)glycine ethyl ester), CI (methyl iodide). Solvent: C(CC(O)(C(=O)O)CC(=O)O)(=O)O (citric acid), CN(C=O)C (N,N-dimethylformamide). Yields the product C(C)OC(CN(C=1C=C2C=NN(C2=CC1C)C)CC(=O)N(C)N1CC2=CC=CC=C2C1)=O (N-{2-[1,3-dihydro-2H-isoindol-2-yl(methyl)amino]-2-oxoethyl}-N-(1,6-dimethyl-1H-indazol-5-yl)glycine ethyl ester). Yield: 73.0%. As a reaction SMILES: [CH2:1]([O:3][C:4](=[O:31])[CH2:5][N:6]([CH2:17][C:18]([N:20]([N:22]1[CH2:30][C:29]2[C:24](=[CH:25][CH:26]=[CH:27][CH:28]=2)[CH2:23]1)[CH3:21])=[O:19])[C:7]1[CH:8]=[C:9]2[C:13](=[CH:14][C:15]=1[CH3:16])[NH:12][N:11]=[CH:10]2)[CH3:2].[H-].[Na+].[CH3:34]I>CN(C)C=O.C(O)(=O)CC(CC(O)=O)(C(O)=O)O>[CH2:1]([O:3][C:4](=[O:31])[CH2:5][N:6]([CH2:17][C:18]([N:20]([N:22]1[CH2:23][C:24]2[C:29](=[CH:28][CH:27]=[CH:26][CH:25]=2)[CH2:30]1)[CH3:21])=[O:19])[C:7]1[CH:8]=[C:9]2[C:13](=[CH:14][C:15]=1[CH3:16])[N:12]([CH3:34])[N:11]=[CH:10]2)[CH3:2] |f:1.2|. Procedure: The compound (871 mg, 2.07 mmol) of step B was dissolved in N,N-dimethylformamide (19 ml), 60% sodium hydride (109 mg, 2.73 mmol) was added under ice-cooling with stirring, and the mixture was stirred at the same temperature for 1 hr. Then, methyl iodide (0.44 ml) was added, and the mixture was stirred under ice-cooling for 90 min. The reaction mixture was diluted with 10% citric acid, and the mixture was extracted with ethyl acetate. The organic layer was washed with saturated aqueous sodium hy... Starting materials: CN(C)c1ccccc1, NC1Cc2ccccc2C1, Oc1ncnc2[nH]ncc12. Product: c1ccc2c(c1)CC(Nc1ncnc3[nH]ncc13)C2. Reaction SMILES: [CH3:11][N:12]([CH3:13])[c:14]1[cH:15][cH:16][cH:17][cH:18][cH:19]1.[NH2:20][CH:21]1[CH2:22][c:23]2[cH:24][cH:25][cH:26][cH:27][c:28]2[CH2:29]1.[OH:1][c:2]1[c:3]2[c:4]([n:5][cH:6][n:7]1)[nH:8][n:9][cH:10]2>>[c:2]1([NH:20][CH:21]2[CH2:22][c:23]3[cH:24][cH:25][cH:26][cH:27][c:28]3[CH2:29]2)[c:3]2[c:4]([n:5][cH:6][n:7]1)[nH:8][n:9][cH:10]2.